From a dataset of the Open Reaction Database (ORD), a public repository of structured organic reaction records. describe an organic reaction: reactants, conditions, products, and yield Starting materials: CO, COC(=O)NCCOC(c1cccc(Cl)c1)C1CCCN(C(=O)NC(CC2CCOCC2)CN(C)C(=O)OCC[Si](C)(C)C)C1, [OH-], [OH-], [Pd+2]. Yields the product COC(=O)NCCOC(c1ccccc1)C1CCCN(C(=O)NC(CC2CCOCC2)CN(C)C(=O)OCC[Si](C)(C)C)C1. RXN SMILES: [CH3:46][OH:47].[Cl:1][c:2]1[cH:3][c:4]([CH:8]([O:9][CH2:10][CH2:11][NH:12][C:13]([O:14][CH3:15])=[O:16])[CH:17]2[CH2:18][N:19]([C:23]([NH:24][CH:25]([CH2:26][N:27]([C:28](=[O:29])[O:30][CH2:31][CH2:32][Si:33]([CH3:34])([CH3:35])[CH3:36])[CH3:37])[CH2:38][CH:39]3[CH2:40][CH2:41][O:42][CH2:43][CH2:44]3)=[O:45])[CH2:20][CH2:21][CH2:22]2)[cH:5][cH:6][cH:7]1.[OH-:48].[OH-:49].[Pd+2:50]>>[cH:2]1[cH:3][c:4]([CH:8]([O:9][CH2:10][CH2:11][NH:12][C:13]([O:14][CH3:15])=[O:16])[CH:17]2[CH2:18][N:19]([C:23]([NH:24][CH:25]([CH2:26][N:27]([C:28](=[O:29])[O:30][CH2:31][CH2:32][Si:33]([CH3:34])([CH3:35])[CH3:36])[CH3:37])[CH2:38][CH:39]3[CH2:40][CH2:41][O:42][CH2:43][CH2:44]3)=[O:45])[CH2:20][CH2:21][CH2:22]2)[cH:5][cH:6][cH:7]1.